This data is from the Open Reaction Database (ORD), a public repository of structured organic reaction records. The task is: describe an organic reaction: reactants, conditions, products, and yield Reactants: [Br-], CC(C)CC(C=O)NC(=O)OC(C)(C)C, [Mg+]CCc1ccccc1. Yields the product CC(C)CC(NC(=O)OC(C)(C)C)C(O)CCc1ccccc1. As a reaction SMILES: [Br-:16].[C:1](=[O:2])([O:3][C:4]([CH3:5])([CH3:6])[CH3:7])[NH:8][CH:9]([CH2:10][CH:11]([CH3:12])[CH3:13])[CH:14]=[O:15].[CH2:17]([CH2:18][c:19]1[cH:20][cH:21][cH:22][cH:23][cH:24]1)[Mg+:25]>>[C:1](=[O:2])([O:3][C:4]([CH3:5])([CH3:6])[CH3:7])[NH:8][CH:9]([CH2:10][CH:11]([CH3:12])[CH3:13])[CH:14]([OH:15])[CH2:17][CH2:18][c:19]1[cH:20][cH:21][cH:22][cH:23][cH:24]1. Reactants: Cl.Cl.NC=1C(=C(COC=2C=CC=C3C=CC(=NC23)C)C(=CC1)Cl)Cl (8-(3-amino-2,6-dichlorobenzyloxy)-2-methylquinoline dihydrochloride), CN1C(CCC1)=O (N-methylpyrrolidone), N1=CC=CC=C1 (pyridine), C1(C=2C(C(N1CC(=O)Cl)=O)=CC=CC2)=O (phthalimidoacetyl chloride). The reagents and catalysts are CN(C1=CC=NC=C1)C (4-dimethylaminopyridine). The solvent is O (Water). Run at temperature 50 celsius, time 1.5 hour. Product: ClC1=C(COC=2C=CC=C3C=CC(=NC23)C)C(=CC=C1NC(CN1C(C=2C(C1=O)=CC=CC2)=O)=O)Cl (8-[2,6-dichloro-3(phthalimidoacetylamino)benzyloxy]-2-methylquinoline). Yield: 85.5%. RXN SMILES: Cl.Cl.[NH2:3][C:4]1[C:5]([Cl:24])=[C:6]([C:20]([Cl:23])=[CH:21][CH:22]=1)[CH2:7][O:8][C:9]1[CH:10]=[CH:11][CH:12]=[C:13]2[C:18]=1[N:17]=[C:16]([CH3:19])[CH:15]=[CH:14]2.CN1CCCC1=O.N1C=CC=CC=1.[C:38]1(=[O:52])[N:42]([CH2:43][C:44](Cl)=[O:45])[C:41](=[O:47])[C:40]2=[CH:48][CH:49]=[CH:50][CH:51]=[C:39]12>CN(C)C1C=CN=CC=1.O>[Cl:24][C:5]1[C:4]([NH:3][C:44](=[O:45])[CH2:43][N:42]2[C:41](=[O:47])[C:40]3=[CH:48][CH:49]=[CH:50][CH:51]=[C:39]3[C:38]2=[O:52])=[CH:22][CH:21]=[C:20]([Cl:23])[C:6]=1[CH2:7][O:8][C:9]1[CH:10]=[CH:11][CH:12]=[C:13]2[C:18]=1[N:17]=[C:16]([CH3:19])[CH:15]=[CH:14]2 |f:0.1.2|. Reported procedure: To a mixture of 8-(3-amino-2,6-dichlorobenzyloxy)-2-methylquinoline dihydrochloride (4.06 g), 4-dimethylaminopyridine (120 mg), N-methylpyrrolidone (30 ml) and pyridine (10 ml) was added phthalimidoacetyl chloride (3.35 g) at ambient temperature. The mixture was stirred at 50° C. for 1.5 hours and cooled in an ice-water bath. Water (40 ml) was added therein and the mixture was stirred for 30 minutes in an ice water bath. The precipitate was collected by vacuum filtration and washed with water an... Reactants: BrCC(=O)N1CCN(CCC1)C1=C(C=C(C=C1)C(C(F)(F)F)(C(F)(F)F)OCOC)CCC (2-Bromo-1-(4-{4-[1,1,1,3,3,3-hexafluoro-2-(methoxymethoxy)propan-2-yl]-2-propylphenyl}-1,4-diazepan-1-yl)ethanone), O1CCC2=C1C=CC(=C2)C2(C(NC(N2)=O)=O)C (5-(2,3-dihydrobenzofuran-5-yl)-5-methylimidazolidine-2,4-dione). Product: O1CCC2=C1C=CC(=C2)C2(C(N(C(N2)=O)CC(=O)N2CCN(CCC2)C2=C(C=C(C=C2)C(C(F)(F)F)(C(F)(F)F)O)CCC)=O)C (5-(2,3-dihydrobenzofuran-5-yl)-3-(2-{4-[4-(1,1,1,3,3,3-hexafluoro-2-hydroxypropan-2-yl)-2-propylphenyl]-1,4-diazepan-1-yl}-2-oxoethyl)-5-methylimidazolidine-2,4-dione). As a reaction SMILES: Br[CH2:2][C:3]([N:5]1[CH2:11][CH2:10][CH2:9][N:8]([C:12]2[CH:17]=[CH:16][C:15]([C:18]([O:27]COC)([C:23]([F:26])([F:25])[F:24])[C:19]([F:22])([F:21])[F:20])=[CH:14][C:13]=2[CH2:31][CH2:32][CH3:33])[CH2:7][CH2:6]1)=[O:4].[O:34]1[C:38]2[CH:39]=[CH:40][C:41]([C:43]3([CH3:50])[NH:47][C:46](=[O:48])[NH:45][C:44]3=[O:49])=[CH:42][C:37]=2[CH2:36][CH2:35]1>>[O:34]1[C:38]2[CH:39]=[CH:40][C:41]([C:43]3([CH3:50])[NH:47][C:46](=[O:48])[N:45]([CH2:2][C:3]([N:5]4[CH2:11][CH2:10][CH2:9][N:8]([C:12]5[CH:17]=[CH:16][C:15]([C:18]([OH:27])([C:19]([F:22])([F:20])[F:21])[C:23]([F:26])([F:24])[F:25])=[CH:14][C:13]=5[CH2:31][CH2:32][CH3:33])[CH2:7][CH2:6]4)=[O:4])[C:44]3=[O:49])=[CH:42][C:37]=2[CH2:36][CH2:35]1. Procedure details: 2-Bromo-1-(4-{4-[1,1,1,3,3,3-hexafluoro-2-(methoxymethoxy)propan-2-yl]-2-propylphenyl}-1,4-diazepan-1-yl)ethanone and 5-(2,3-dihydrobenzofuran-5-yl)-5-methylimidazolidine-2,4-dione were used for a similar reaction and treatment as Examples 14-1 and 15-1, and the title compound was obtained as a yellow oil. Reactants: N1=CC(=CC=C1)C1(SCCCC1)C(=O)O (2-(pyrid-3-yl)-tetrahydrothiopyran-2-carboxylic acid), S(=O)(Cl)Cl (thionyl chloride). Run in CN(C=O)C (dimethylformamide). Run at temperature 20 celsius, time 30 minute. Product: Cl.ClC(=O)C1(SCCCC1)C=1C=NC=CC1 (2-chloroformyl-2-(pyrid-3-yl)-tetrahydrothiopyran hydrochloride). As a reaction SMILES: [N:1]1[CH:6]=[CH:5][CH:4]=[C:3]([C:7]2([C:13]([OH:15])=O)[CH2:12][CH2:11][CH2:10][CH2:9][S:8]2)[CH:2]=1.S(Cl)([Cl:18])=O>CN(C)C=O>[ClH:18].[Cl:18][C:13]([C:7]1([C:3]2[CH:2]=[N:1][CH:6]=[CH:5][CH:4]=2)[CH2:12][CH2:11][CH2:10][CH2:9][S:8]1)=[O:15] |f:3.4|. Procedure: The 2-(pyrid-3-yl)-tetrahydrothiopyran-2-carboxylic acid thus obtained (16.4 g) is added in small portions, in the course of 30 minutes, to thionyl chloride (25 cc) to which dimethylformamide (0.05 cc) has been added. The reaction mixture is then stirred at the boil for 2 hours 30 minutes, cooled to a temperature of about 20° C. and then concentrated to dryness under reduced pressure (20 mm Hg; 2.7 kPa) at 70° C. This gives crude 2-chloroformyl-2-(pyrid-3-yl)-tetrahydrothiopyran hydrochloride (2... The reactants are C(C)OC(C1=CC=C(C=C1)C(C(=O)N)C(C)C1=C(C=CC=C1)N1CCCCC1)=O (4-[(1-(2-piperidino-phenyl)-ethyl)-aminocarbonylmethyl]-benzoic acid ethyl ester), [H-].[Al+3].[Li+].[H-].[H-].[H-] (lithium aluminum hydride). Run in O1CCCC1 (tetrahydrofuran). The product is N1(CCCCC1)C1=C(C=CC=C1)C(C)C(C1=CC=C(CO)C=C1)C(=O)N (4-[(1-(2-Piperidino-phenyl)-1-ethyl)-aminocarbonylmethyl]-benzyl alcohol). As a reaction SMILES: C([O:3][C:4](=O)[C:5]1[CH:10]=[CH:9][C:8]([CH:11]([CH:15]([C:17]2[CH:22]=[CH:21][CH:20]=[CH:19][C:18]=2[N:23]2[CH2:28][CH2:27][CH2:26][CH2:25][CH2:24]2)[CH3:16])[C:12]([NH2:14])=[O:13])=[CH:7][CH:6]=1)C.[H-].[Al+3].[Li+].[H-].[H-].[H-]>O1CCCC1>[N:23]1([C:18]2[CH:19]=[CH:20][CH:21]=[CH:22][C:17]=2[CH:15]([CH:11]([C:12]([NH2:14])=[O:13])[C:8]2[CH:7]=[CH:6][C:5]([CH2:4][OH:3])=[CH:10][CH:9]=2)[CH3:16])[CH2:24][CH2:25][CH2:26][CH2:27][CH2:28]1 |f:1.2.3.4.5.6|. Procedure: Prepared from 4-[(1-(2-piperidino-phenyl)-ethyl)-aminocarbonylmethyl]-benzoic acid ethyl ester by lithium aluminum hydride reduction in tetrahydrofuran. Product: CCOCc1nc2c(N)nc3ccccc3c2n1NC(CC)CC. The reactants are CCOCc1nc2cnc3ccccc3c2n1NC(CC)CC, CO, ClCCl, ClC(Cl)Cl, [NH4+], [OH-], O, O=C(OO)c1cccc(Cl)c1, Cc1ccc(S(=O)(=O)Cl)cc1. Reaction SMILES: [CH2:1]([CH3:2])[O:3][CH2:4][c:5]1[n:6]([NH:18][CH:19]([CH2:20][CH3:21])[CH2:22][CH3:23])[c:7]2[c:8]([cH:9][n:10][c:11]3[cH:12][cH:13][cH:14][cH:15][c:16]23)[n:17]1.[CH3:52][OH:53].[Cl:48][CH2:49][Cl:50].[Cl:54][CH:55]([Cl:56])[Cl:57].[NH4+:36].[OH-:35].[OH2:51].[OH:24][O:25][C:26]([c:27]1[cH:28][c:29]([Cl:30])[cH:31][cH:32][cH:33]1)=[O:34].[c:37]1([CH3:38])[cH:39][cH:40][c:41]([S:42]([Cl:43])(=[O:44])=[O:45])[cH:46][cH:47]1>>[CH2:1]([CH3:2])[O:3][CH2:4][c:5]1[n:6]([NH:18][CH:19]([CH2:20][CH3:21])[CH2:22][CH3:23])[c:7]2[c:8]([c:9]([NH2:36])[n:10][c:11]3[cH:12][cH:13][cH:14][cH:15][c:16]23)[n:17]1.